Dataset: the Open Reaction Database (ORD), a public repository of structured organic reaction records. Task: describe an organic reaction: reactants, conditions, products, and yield Reactants: C(C1=CC=CC=C1)NC=1C=C(C(=O)OCC)C=C(C1OC1=CC=CC=C1)S(NC)(=O)=O (Ethyl 3-benzylamino-5-methylsulphamyl-4-phenoxy-benzoate). The solvent is [OH-].[Na+] (sodium hydroxide). Product: C(C1=CC=CC=C1)NC=1C=C(C(=O)O)C=C(C1OC1=CC=CC=C1)S(NC)(=O)=O (3-benzylamino-5-methylsulphamyl-4-phenoxy-benzoic acid). As a reaction SMILES: [CH2:1]([NH:8][C:9]1[CH:10]=[C:11]([CH:17]=[C:18]([S:27](=[O:31])(=[O:30])[NH:28][CH3:29])[C:19]=1[O:20][C:21]1[CH:26]=[CH:25][CH:24]=[CH:23][CH:22]=1)[C:12]([O:14]CC)=[O:13])[C:2]1[CH:7]=[CH:6][CH:5]=[CH:4][CH:3]=1>[OH-].[Na+]>[CH2:1]([NH:8][C:9]1[CH:10]=[C:11]([CH:17]=[C:18]([S:27](=[O:31])(=[O:30])[NH:28][CH3:29])[C:19]=1[O:20][C:21]1[CH:22]=[CH:23][CH:24]=[CH:25][CH:26]=1)[C:12]([OH:14])=[O:13])[C:2]1[CH:7]=[CH:6][CH:5]=[CH:4][CH:3]=1 |f:1.2|. Procedure details: Ethyl 3-benzylamino-5-methylsulphamyl-4-phenoxy-benzoate (0.5 g) was dissolved in 1N sodium hydroxide (8 ml) and heated on a steam bath for 1 hour. After cooling, the 3-benzylamino-5-methylsulphamyl-4-phenoxy-benzoic acid was precipitated by addition of 4N hydrochloric acid until a pH of 2.5. The precipitate was collected by suction and recrystallized from aqueous ethanol. After drying in vacuo, the melting point of the compound was 231-233°C.